Dataset: the Open Reaction Database (ORD), a public repository of structured organic reaction records. Task: describe an organic reaction: reactants, conditions, products, and yield The reactants are CC1=NC2=CC=C(C(=C2C=C1)C)F (2,5-dimethyl-6-fluoroquinoline). Solvent: C(C)(=O)O (acetic acid). RXN SMILES: [CH3:1][C:2]1[CH:11]=[CH:10][C:9]2[C:4](=[CH:5][CH:6]=[C:7]([F:13])[C:8]=2[CH3:12])[N:3]=1>O.C(O)(=O)C>[CH3:1][CH:2]1[CH2:11][CH2:10][C:9]2[C:4](=[CH:5][CH:6]=[C:7]([F:13])[C:8]=2[CH3:12])[NH:3]1. Reagents/catalysts: O (water), catalyst. Procedure: 7.0 kg of 2,5-dimethyl-6-fluoroquinoline, 51.5 kg of glacial acetic acid and 350 g of 50% water-wet 5% platinum on carbon catalyst were combined and hydrogenated at 50 psi for 20 hours. Gas chromatography showed residual starting material so an additional 35 g of catalyst was added and the hydrogenation was continued for an additional 2 hours. The mixture was filtered to remove the catalyst and the solvent was then evaporated. The residue was dissolved in 10 gallons of cold water, and the result... Reaction conditions: time 20 hour. The product is CC1NC2=CC=C(C(=C2CC1)C)F (2,5-dimethyl-6-fluoro-1,2,3,4-tetrahydroquinoline). Reactants: n1c(c(c(n1C)CNC)Br)C, c1(c(ncc(n1)Br)N)O[C@@H](c1c(ccc(c1)F)I)C. Reagents/catalysts: c1ccc(cc1)-c2c3ccccc3cc4ccccc24 (9-Phenylanthracene), CCN(C(C)C)C(C)C (DIPEA), [Pd].C(P(C(C)(C)C)C(C)(C)C)(C)(C)C.C(P(C(C)(C)C)C(C)(C)C)(C)(C)C (Pd(P(tBu)3)2). Solvent: CC1=CC=CC=C1 (Toluene). Run at temperature 80 celsius, time 18 hour. The product is CC(Oc1nc(Br)cnc1N)c2cc(F)ccc2C(=O)N(C)Cc3c(Br)c(C)nn3C. RXN SMILES: [CH3:1][CH:2]([c:12]1[c:18](I)[cH:17][cH:16][c:14]([F:15])[cH:13]1)[O:3][c:4]2[c:10]([NH2:11])[n:9][cH:8][c:6]([Br:7])[n:5]2.[CH3:19][NH:20][CH2:21][c:22]1[n:28]([CH3:29])[n:27][c:25]([CH3:26])[c:23]1[Br:24]>>[CH3:1][CH:2]([c:12]1[c:18](C([N:20]([CH2:21][c:22]2[n:28]([CH3:29])[n:27][c:25]([CH3:26])[c:23]2[Br:24])[CH3:19])=O)[cH:17][cH:16][c:14]([F:15])[cH:13]1)[O:3][c:4]3[c:10]([NH2:11])[n:9][cH:8][c:6]([Br:7])[n:5]3.